Dataset: the Open Reaction Database (ORD), a public repository of structured organic reaction records. Task: describe an organic reaction: reactants, conditions, products, and yield The reactants are [K+], NN, [OH-], O, CC(C)CCCC(C)CC(=O)CC(C)CO, OCCOCCO. Yields the product CC(C)CCCC(C)CCCC(C)CO. As a reaction SMILES: [K+:18].[NH2:20][NH2:21].[OH-:17].[OH2:19].[OH:1][CH2:2][CH:3]([CH2:4][C:5]([CH2:6][CH:7]([CH2:8][CH2:9][CH2:10][CH:11]([CH3:12])[CH3:13])[CH3:14])=[O:15])[CH3:16].[OH:22][CH2:23][CH2:24][O:25][CH2:26][CH2:27][OH:28]>>[OH:1][CH2:2][CH:3]([CH2:4][CH2:5][CH2:6][CH:7]([CH2:8][CH2:9][CH2:10][CH:11]([CH3:12])[CH3:13])[CH3:14])[CH3:16].